From a dataset of the Open Reaction Database (ORD), a public repository of structured organic reaction records. describe an organic reaction: reactants, conditions, products, and yield Starting materials: Cl.OC=1C=C(C=CC1)C(CNC(CCC1=CC=C(C=C1)F)(C)C)O (1-(3-hydroxyphenyl)-2-[1,1-dimethyl-3-(4-fluorophenyl)propylamino]ethanol hydrochloride). Reagents/catalysts: [Ni] (Raney Nickel). Solvent: C(C)O (ethanol). Product: OC=1C=C(C=CC1)C(CNC(CCC1=CC=C(C=C1)F)(C)C)O (1-(3-Hydroxyphenyl)-2-[1,1-dimethyl-3-(4-fluorophenyl)propylamino]ethanol). RXN SMILES: Cl.[OH:2][C:3]1[CH:4]=[C:5]([CH:9]([OH:24])[CH2:10][NH:11][C:12]([CH3:23])([CH3:22])[CH2:13][CH2:14][C:15]2[CH:20]=[CH:19][C:18]([F:21])=[CH:17][CH:16]=2)[CH:6]=[CH:7][CH:8]=1>[Ni].C(O)C>[OH:2][C:3]1[CH:4]=[C:5]([CH:9]([OH:24])[CH2:10][NH:11][C:12]([CH3:22])([CH3:23])[CH2:13][CH2:14][C:15]2[CH:16]=[CH:17][C:18]([F:21])=[CH:19][CH:20]=2)[CH:6]=[CH:7][CH:8]=1 |f:0.1|. Reported procedure: A solution of 10.0 g. of the product thus produced in 200 ml. of ethanol containing 3.0 g. of Raney Nickel was shaken for two hours at 25° C. under hydrogen at 44 psi. The reaction mixture was then filtered, and the solvent was removed from the filtrate by evaporation under reduced pressure to give a white solid. The solid was triturated with ethyl acetate and air dried to provide 5.9 g. of 1-(3-hydroxyphenyl)-2-[1,1-dimethyl-3-(4-fluorophenyl)propylamino]ethanol hydrochloride. M.P. 196.5°-198.5...